Dataset: the Open Reaction Database (ORD), a public repository of structured organic reaction records. Task: describe an organic reaction: reactants, conditions, products, and yield The reactants are CCc1cc(NC2CCC(C(C)(C)C)CC2)ncn1, F, O=C(O)C(F)(F)F. Product: CCc1ncnc(NC2CCC(C(C)(C)C)CC2)c1F. As a reaction SMILES: [C:1]([CH3:2])([CH3:3])([CH3:4])[CH:5]1[CH2:6][CH2:7][CH:8]([NH:11][c:12]2[n:13][cH:14][n:15][c:16]([CH2:18][CH3:19])[cH:17]2)[CH2:9][CH2:10]1.[F:20].[OH:21][C:22]([C:23]([F:24])([F:25])[F:26])=[O:27]>>[C:1]([CH3:2])([CH3:3])([CH3:4])[CH:5]1[CH2:6][CH2:7][CH:8]([NH:11][c:12]2[n:13][cH:14][n:15][c:16]([CH2:18][CH3:19])[c:17]2[F:25])[CH2:9][CH2:10]1. Starting materials: C(=O)([O-])[O-].[K+].[K+] (K2CO3), O (water), NC1=CC=CC=C1 (aniline), FC=1C(=C(C(=O)NOCCO)C=CC1F)NC1=C(C=C(C=C1)I)F (3,4-difluoro-2-(2-fluoro-4-iodo-phenylamino)-N-(2-hydroxy-ethoxy)-benzamide), O (Water). Reagents/catalysts: C=1C=CC(=CC1)[P](C=2C=CC=CC2)(C=3C=CC=CC3)[Pd]([P](C=4C=CC=CC4)(C=5C=CC=CC5)C=6C=CC=CC6)([P](C=7C=CC=CC7)(C=8C=CC=CC8)C=9C=CC=CC9)[P](C=1C=CC=CC1)(C=1C=CC=CC1)C=1C=CC=CC1 (Pd(Ph3P)4). Run in C(OC)COC (dimethoxyethane), [Cl-].[Na+].O (brine). Reaction conditions: time 20 minute. Yields the product C(=C)C1=CC(=C(C=C1)NC1=C(C(=O)NOCCO)C=CC(=C1F)F)F (2-[(4-vinyl-2-fluorophenyl)amino]-3,4-difluoro-N-(2-hydroxy-ethoxy)benzamide). Isolated yield 75.8%. Reaction SMILES: [F:1][C:2]1[C:3]([NH:16][C:17]2[CH:22]=[CH:21][C:20](I)=[CH:19][C:18]=2[F:24])=[C:4]([CH:12]=[CH:13][C:14]=1[F:15])[C:5]([NH:7][O:8][CH2:9][CH2:10][OH:11])=[O:6].C([O-])([O-])=O.[K+].[K+].O.N[C:33]1C=CC=C[CH:34]=1>C(COC)OC.[Cl-].[Na+].O.C1C=CC([P]([Pd]([P](C2C=CC=CC=2)(C2C=CC=CC=2)C2C=CC=CC=2)([P](C2C=CC=CC=2)(C2C=CC=CC=2)C2C=CC=CC=2)[P](C2C=CC=CC=2)(C2C=CC=CC=2)C2C=CC=CC=2)(C2C=CC=CC=2)C2C=CC=CC=2)=CC=1>[CH:33]([C:20]1[CH:21]=[CH:22][C:17]([NH:16][C:3]2[C:2]([F:1])=[C:14]([F:15])[CH:13]=[CH:12][C:4]=2[C:5]([NH:7][O:8][CH2:9][CH2:10][OH:11])=[O:6])=[C:18]([F:24])[CH:19]=1)=[CH2:34] |f:1.2.3,7.8.9,^1:51,53,72,91|. Procedure: 3,4-difluoro-2-(2-fluoro-4-iodo-phenylamino)-N-(2-hydroxy-ethoxy)-benzamide (1.00 g, 2.21 mmol) was dissolved in dry dimethoxyethane (DME, 18 ml) under a nitrogen atmosphere, Pd(Ph3P)4 (0.13 g, 0.11 mmol) was added and the resulting yellow solution was stirred at ambient temperature for 20 min. K2CO3 (−325 mesh, 0.31 g, 2.21 mmol), water (5.3 ml) and boron complex 2 (0.54 g, 2.21 mmol) were added and the contents of the flask were refluxed for 1 h. 1 Water (50 ml) and brine (50 ml) were added an... Starting materials: C(#N)C1=CC=C(CC(CCC2=CC=C(C(=O)OC)C=C2)\C=C\C2=C(C=CC=C2)O)C=C1 (methyl E-4-[3-(4-cyanobenzyl)-5-(2-hydroxyphenyl)pent-4-enyl]benzoate), BrCCCCBr (1,4-dibromobutane), C([O-])([O-])=O.[K+].[K+] (potassium carbonate). The solvent is C(C)#N (acetonitrile). The product is BrCCCCOC1=C(C=CC=C1)/C=C/C(CCC1=CC=C(C(=O)OC)C=C1)CC1=CC=C(C=C1)C#N (Methyl 4-[(4E)-5-[2-(4-bromobutoxy)phenyl]-3-(4-cyanobenzyl)pent-4-en-1-yl]benzoate). As a reaction SMILES: [C:1]([C:3]1[CH:31]=[CH:30][C:6]([CH2:7][CH:8](/[CH:21]=[CH:22]/[C:23]2[CH:28]=[CH:27][CH:26]=[CH:25][C:24]=2[OH:29])[CH2:9][CH2:10][C:11]2[CH:20]=[CH:19][C:14]([C:15]([O:17][CH3:18])=[O:16])=[CH:13][CH:12]=2)=[CH:5][CH:4]=1)#[N:2].[Br:32][CH2:33][CH2:34][CH2:35][CH2:36]Br.C(=O)([O-])[O-].[K+].[K+]>C(#N)C>[Br:32][CH2:33][CH2:34][CH2:35][CH2:36][O:29][C:24]1[CH:25]=[CH:26][CH:27]=[CH:28][C:23]=1/[CH:22]=[CH:21]/[CH:8]([CH2:7][C:6]1[CH:5]=[CH:4][C:3]([C:1]#[N:2])=[CH:31][CH:30]=1)[CH2:9][CH2:10][C:11]1[CH:20]=[CH:19][C:14]([C:15]([O:17][CH3:18])=[O:16])=[CH:13][CH:12]=1 |f:2.3.4|. Procedure: A solution of 664 mg (1.62 mmol) of methyl E-4-[3-(4-cyanobenzyl)-5-(2-hydroxyphenyl)pent-4-enyl]benzoate (enantiomer 1, Example 51A) in 28 ml of dry acetonitrile is mixed with 1743 mg (8.07 mmol) of 1,4-dibromobutane and 446 mg (3.23 mmol) of anhydrous potassium carbonate and then heated under reflux for 12 h. The mixture is subsequently filtered, and the filtrate is evaporated to dryness. The residue is purified by chromatography on silica gel (mobile phase: cyclohexane/ethyl acetate 10:1). 79... The reactants are O=C(CC(NC=1SC=CN1)=O)C1=C(C(=CC=C1)C(F)(F)F)NC(CNC(OC(C)(C)C)=O)=O (1,1-dimethylethyl N-[2-[[2-[1,3-dioxo-3-(2-thiazolylamino)-propyl]-6-trifluoromethylphenyl]-amino]-2-oxo-ethyl]-carbamate), O1CCCC1 (tetrahydrofuran). Reagents/catalysts: CN(C1=CC=NC=C1)C (4-dimethylamino-pyridine). Run in O (water). The product is OC1=C(C(=NC2=C(C=CC=C12)C(F)(F)F)CNC(OC(C)(C)C)=O)C(=O)NC=1SC=CN1 (1,1-dimethylethyl N-[[4-hydroxy-8-(trifluoromethyl)-3-[(2-thiazolylamino)-carbonyl]quinolin-2-yl]-methyl]-carbamate). The yield is 93.9%. As a reaction SMILES: [O:1]=[C:2]([C:12]1[CH:17]=[CH:16][CH:15]=[C:14]([C:18]([F:21])([F:20])[F:19])[C:13]=1[NH:22][C:23](=O)[CH2:24][NH:25][C:26](=[O:32])[O:27][C:28]([CH3:31])([CH3:30])[CH3:29])[CH2:3][C:4](=[O:11])[NH:5][C:6]1[S:7][CH:8]=[CH:9][N:10]=1.O1CCCC1>CN(C)C1C=CN=CC=1.O>[OH:1][C:2]1[C:12]2[C:13](=[C:14]([C:18]([F:19])([F:20])[F:21])[CH:15]=[CH:16][CH:17]=2)[N:22]=[C:23]([CH2:24][NH:25][C:26](=[O:32])[O:27][C:28]([CH3:29])([CH3:30])[CH3:31])[C:3]=1[C:4]([NH:5][C:6]1[S:7][CH:8]=[CH:9][N:10]=1)=[O:11]. Procedure: 7.3 g of the product of Step B, 140 ml of tetrahydrofuran and 2.4 g of 4-dimethylamino-pyridine were stirred for 1 hour at ambient temperature and the solvent was eliminated under reduced pressure. The residue was taken up in 100 ml of water and 20 ml of N hydrochloric acid and the solution was extracted with a mixture of ethyl acetate and tetrahydrofuran. After washing the organic phase with water and drying and concentrating the filtrate under reduced pressure, 7 g of crude product were obtain...